From a dataset of the Open Reaction Database (ORD), a public repository of structured organic reaction records. describe an organic reaction: reactants, conditions, products, and yield Reactants: COS(=O)(=O)OC, COc1cc(-n2c(=O)cc(C(F)(F)F)[nH]c2=O)c(F)cc1Cl. Product: COc1cc(-n2c(=O)cc(C(F)(F)F)n(C)c2=O)c(F)cc1Cl. RXN SMILES: [CH3:23][O:24][S:25]([O:26][CH3:27])(=[O:28])=[O:29].[Cl:1][c:2]1[cH:3][c:4]([F:22])[c:5](-[n:10]2[c:11](=[O:21])[nH:12][c:13]([C:17]([F:18])([F:19])[F:20])[cH:14][c:15]2=[O:16])[cH:6][c:7]1[O:8][CH3:9]>>[Cl:1][c:2]1[cH:3][c:4]([F:22])[c:5](-[n:10]2[c:11](=[O:21])[n:12]([CH3:23])[c:13]([C:17]([F:18])([F:19])[F:20])[cH:14][c:15]2=[O:16])[cH:6][c:7]1[O:8][CH3:9].